From a dataset of the Open Reaction Database (ORD), a public repository of structured organic reaction records. describe an organic reaction: reactants, conditions, products, and yield Solvent: C1=CC=CC=C1 (benzene). Starting materials: BrC=1C=C2[C@H]3[C@@H](N4C2=C(C1)SCC4)CCN(C3)C(=O)OC(C)(C)C (tert-butyl(6bR,10aS)-5-bromo-1,2,6b,9,10,10a-hexahydropyrido[4,3-b][1,4]thiazino[2,3,4-hi]indole-8(7H)-carboxylate), ClC1=C(C=CC=C1Cl)B(O)O (2,3-dichlorophenylboronic acid), C(=O)([O-])[O-].[Na+].[Na+] (Na2CO3). Product: ClC1=C(C=CC=C1Cl)C=1C=C2[C@@H]3[C@@H](N4C2=C(C1)SCC4C(=O)OC(C)(C)C)CCN=C3 (tert-butyl(6bR,10aS)-5-(2,3-dichlorophenyl)-1,2,6b,9,10,10a-hexahydropyrido[4,3-b][1,4]thiazino[2,3,4-hi]indole carboxylate). Run at temperature 20 celsius. Isolated yield 159.2%. Procedure details: A solution of tert-butyl(6bR,10aS)-5-bromo-1,2,6b,9,10,10a-hexahydropyrido[4,3-b][1,4]thiazino[2,3,4-hi]indole-8(7H)-carboxylate (150 mg, 0.37 mmol) and 2,3-dichlorophenylboronic acid (143 mg, 0.75 mmol) in benzene (10 mL) and 2M Na2CO3 aqueous solution (0.74 mL, 1.48 mmol) was degassed at 20° C. Pd(PPh3)2Cl2 (7.8 mg, 0.01 mmol) was added, and the reaction mixture was degassed one more time. The reaction mixture was refluxed for 15 h then cooled to 20° C. The reaction mixture was diluted with Et... The reagents and catalysts are Cl[Pd]([P](C1=CC=CC=C1)(C2=CC=CC=C2)C3=CC=CC=C3)([P](C4=CC=CC=C4)(C5=CC=CC=C5)C6=CC=CC=C6)Cl (Pd(PPh3)2Cl2). RXN SMILES: Br[C:2]1[CH:3]=[C:4]2[C:8]3=[C:9]([S:11][CH2:12][CH2:13][N:7]3[C@H:6]3[CH2:14][CH2:15][N:16](C(OC(C)(C)C)=O)[CH2:17][C@@H:5]23)[CH:10]=1.[Cl:25][C:26]1[C:31]([Cl:32])=[CH:30][CH:29]=[CH:28][C:27]=1B(O)O.[C:36]([O-:39])([O-])=[O:37].[Na+].[Na+]>C1C=CC=CC=1.Cl[Pd](Cl)([P](C1C=CC=CC=1)(C1C=CC=CC=1)C1C=CC=CC=1)[P](C1C=CC=CC=1)(C1C=CC=CC=1)C1C=CC=CC=1>[Cl:25][C:26]1[C:31]([Cl:32])=[CH:30][CH:29]=[CH:28][C:27]=1[C:2]1[CH:3]=[C:4]2[C:8]3=[C:9]([S:11][CH2:12][CH:13]([C:36]([O:39][C:4]([CH3:8])([CH3:5])[CH3:3])=[O:37])[N:7]3[C@H:6]3[CH2:14][CH2:15][N:16]=[CH:17][C@H:5]23)[CH:10]=1 |f:2.3.4,^1:50,69|. The solvent is C1(=CC=CC=C1)C (toluene). Procedure: A mixture of Lawesson's reagent (47 mg, 115 μmol) and 2-fluoro-N-(3-isopropoxyphenyl)-4-methyl-3-(2-(methylamino)quinazolin-6-yl)benzamide (93 mg, 209 μmol) in toluene (8 mL) was heated at reflux for 16 h. Solvent was removed in vacuo and the residue was purified by flash chromatography (25-70% EtOAc/hexane) to give the title compound. MS (M+H)+ 461. As a reaction SMILES: COC1C=CC(P2(SP(C3C=CC(OC)=CC=3)(=S)S2)=[S:10])=CC=1.[F:23][C:24]1[C:42]([C:43]2[CH:44]=[C:45]3[C:50](=[CH:51][CH:52]=2)[N:49]=[C:48]([NH:53][CH3:54])[N:47]=[CH:46]3)=[C:41]([CH3:55])[CH:40]=[CH:39][C:25]=1[C:26]([NH:28][C:29]1[CH:34]=[CH:33][CH:32]=[C:31]([O:35][CH:36]([CH3:38])[CH3:37])[CH:30]=1)=O>C1(C)C=CC=CC=1>[F:23][C:24]1[C:42]([C:43]2[CH:44]=[C:45]3[C:50](=[CH:51][CH:52]=2)[N:49]=[C:48]([NH:53][CH3:54])[N:47]=[CH:46]3)=[C:41]([CH3:55])[CH:40]=[CH:39][C:25]=1[C:26](=[S:10])[NH:28][C:29]1[CH:34]=[CH:33][CH:32]=[C:31]([O:35][CH:36]([CH3:38])[CH3:37])[CH:30]=1. Reactants: COC=1C=CC(=CC1)P2(=S)SP(=S)(S2)C=3C=CC(=CC3)OC (Lawesson's reagent), FC1=C(C(=O)NC2=CC(=CC=C2)OC(C)C)C=CC(=C1C=1C=C2C=NC(=NC2=CC1)NC)C (2-fluoro-N-(3-isopropoxyphenyl)-4-methyl-3-(2-(methylamino)quinazolin-6-yl)benzamide). Product: FC1=C(C(NC2=CC(=CC=C2)OC(C)C)=S)C=CC(=C1C=1C=C2C=NC(=NC2=CC1)NC)C (2-fluoro-N-(3-isopropoxyphenyl)-4-methyl-3-(2-(methylamino)-quinazolin-6-yl)benzothioamide). Reactants: COC=1C=C2C(=C(NC2=CC1)C)CC(=O)O (5-methoxy-2-methylindole-3-acetic acid), CCN=C=NCCCN(C)C.Cl (EDCl), C=1C=CC2=C(C1)N=NN2O (HOBt), CCN(C(C)C)C(C)C (DIPEA), [Cl-].[NH4+] (ammonium chloride), CN(C)C=O (DMF), CID 219. Run in O (water). Conditions: time 5 hour. Product: COC=1C=C2C(=C(NC2=CC1)C)CC(=O)N (5-methoxy-2-methylindole-3-acetamide). Isolated yield 64.0%. Reaction SMILES: [CH3:1][O:2][C:3]1[CH:4]=[C:5]2[C:9](=[CH:10][CH:11]=1)[NH:8][C:7]([CH3:12])=[C:6]2[CH2:13][C:14]([OH:16])=O.CC[N:19]=C=NCCCN(C)C.Cl.C1C=CC2N(O)N=NC=2C=1.CCN(C(C)C)C(C)C.[Cl-].[NH4+].CN(C=O)C>O>[CH3:1][O:2][C:3]1[CH:4]=[C:5]2[C:9](=[CH:10][CH:11]=1)[NH:8][C:7]([CH3:12])=[C:6]2[CH2:13][C:14]([NH2:19])=[O:16] |f:1.2,5.6|. Procedure: A reaction mixture containing Compound 1 (880 mg, 4.02 mmol), EDCl (1.16 g,6.04 mmol), HOBt (816 mg,6.04 mmol), DIPEA (2.8 mL, 16.08 mmol), ammonium chloride (430 mg, 8.04 mmol) in anhydrous DMF 16 mL (4 mL DMF/1 mmol) was stirred at rt for 5 hours. The reaction was diluted with water and extracted with EtOAc (3×10 mL). The combined EtOAc extracts were washed with saturated NaHCO3 (2×10 mL), water, dried (MgSO4), filtered, and the solvent concentrated in vacuo till a minimum volume of EtOAc rema... The product is ClC1=CC=C(N=N1)N1C[C@H](N(CC1)C(=O)OC(C)(C)C)C ((R)-tert-butyl 4-(6-chloropyridazin-3-yl)-2-methylpiperazine-1-carboxylate). Conditions: temperature 120 celsius, time 5 hour. Run in C(C)(=O)OCC (ethyl acetate). Procedure details: A mixture of 3,6-dichloropyridazine (298 mg, 2 mmol) and (R)-1-N-Boc-2-methyl piperazine (401 mg, 2.0 mmol) in N,N-diisopropylethylamine (0.7 mL, 4 mmol) was stirred at 120° C. for 5 h. The reaction mixture was diluted with ethyl acetate and washed with brine (2×), then dried over MgSO4. The salts were removed by filtration and the filtrate was concentrated and the residue was purified by chromatography on silica gel eluting with 20% to 80% ethyl acetate in hexane to give compound 11as a light y... Reactants: ClC=1N=NC(=CC1)Cl (3,6-dichloropyridazine), C(=O)(OC(C)(C)C)N1[C@@H](CNCC1)C ((R)-1-N-Boc-2-methyl piperazine), C(C)(C)N(C(C)C)CC (N,N-diisopropylethylamine). RXN SMILES: [Cl:1][C:2]1[N:3]=[N:4][C:5](Cl)=[CH:6][CH:7]=1.[C:9]([N:16]1[CH2:21][CH2:20][NH:19][CH2:18][C@H:17]1[CH3:22])([O:11][C:12]([CH3:15])([CH3:14])[CH3:13])=[O:10].C(N(CC)C(C)C)(C)C>C(OCC)(=O)C>[Cl:1][C:2]1[N:3]=[N:4][C:5]([N:19]2[CH2:20][CH2:21][N:16]([C:9]([O:11][C:12]([CH3:15])([CH3:14])[CH3:13])=[O:10])[C@H:17]([CH3:22])[CH2:18]2)=[CH:6][CH:7]=1. Yield: 81.7%. RXN SMILES: [CH2:1]([CH2:2][CH2:3][CH3:4])[CH:5]1[CH2:6][CH:7]([C:10](=[O:11])[OH:12])[CH2:8][CH2:9]1.[CH3:16][CH2:17][O:18][CH2:19][CH3:20].[N+:13](=[N-:14])=[CH2:15]>>[CH2:1]([CH2:2][CH2:3][CH3:4])[CH:5]1[CH2:6][CH:7]([C:10]([O:11][CH3:15])=[O:12])[CH2:8][CH2:9]1. The reactants are CCCCC1CCC(C(=O)O)C1, CCOCC, C=[N+]=[N-]. Yields the product CCCCC1CCC(C(=O)OC)C1. Starting materials: BrC=1C=CC=2N(C1)C=NC2 (6-bromoimidazo[1,5-a]pyridine), NC1=C(N=NC2=C(C(=CC=C12)C)Br)C(=O)N (4-amino-8-bromo-7-methylcinnoline-3-carboxamide). Yields the product NC1=C(N=NC2=C(C(=CC=C12)C)C=1C=CC=2N(C1)C=NC2)C(=O)N (4-amino-8-(imidazo[1,5-a]pyridin-6-yl)-7-methylcinnoline-3-carboxamide). RXN SMILES: Br[C:2]1[CH:3]=[CH:4][C:5]2[N:6]([CH:8]=[N:9][CH:10]=2)[CH:7]=1.[NH2:11][C:12]1[C:21]2[C:16](=[C:17](Br)[C:18]([CH3:22])=[CH:19][CH:20]=2)[N:15]=[N:14][C:13]=1[C:24]([NH2:26])=[O:25]>>[NH2:11][C:12]1[C:21]2[C:16](=[C:17]([C:2]3[CH:3]=[CH:4][C:5]4[N:6]([CH:8]=[N:9][CH:10]=4)[CH:7]=3)[C:18]([CH3:22])=[CH:19][CH:20]=2)[N:15]=[N:14][C:13]=1[C:24]([NH2:26])=[O:25]. Procedure details: The title compound was prepared in a manner similar to EXAMPLE 96 using 6-bromoimidazo[1,5-a]pyridine and 4-amino-8-bromo-7-methylcinnoline-3-carboxamide. 1H NMR (400 MHz, CD3OD) δ ppm 2.45 (s, 3 H), 6.77 (dd, J=9.22, 1.39 Hz, 1 H), 7.47 (s, 1 H), 7.72 (d, J=9.09 Hz, 1 H), 7.67 (d, J=9.35 Hz, 1 H), 8.10-8.32 (m, 2 H), 8.37 (s, 1 H); ESI-MS m/z [M+H]+ 319.2. Reactants: ( 50 ), ClC=1C=C2NC(C=3N(C2=CC1)C(=NC3)CCC(=O)OCC)=O (ethyl 3-(7-chloro-4-oxo-4,5-dihydroimidazo-[1,5-a]quinoxalin-1-yl)propanoate), [H-].[Al+3].[Li+].[H-].[H-].[H-] (lithium aluminum hydride). The solvent is O1CCCC1 (tetrahydrofuran). Run at time 30 minute. Product: ClC=1C=C2NC(C=3N(C2=CC1)C(=NC3)CCCO)=O (7-Chloro-1-(3-hydroxypropyl)imidazo[1,5-a]quinoxalin-4(5H)-one). RXN SMILES: [Cl:1][C:2]1[CH:3]=[C:4]2[C:9](=[CH:10][CH:11]=1)[N:8]1[C:12]([CH2:15][CH2:16][C:17](OCC)=[O:18])=[N:13][CH:14]=[C:7]1[C:6](=[O:22])[NH:5]2.[H-].[Al+3].[Li+].[H-].[H-].[H-]>O1CCCC1>[Cl:1][C:2]1[CH:3]=[C:4]2[C:9](=[CH:10][CH:11]=1)[N:8]1[C:12]([CH2:15][CH2:16][CH2:17][OH:18])=[N:13][CH:14]=[C:7]1[C:6](=[O:22])[NH:5]2 |f:1.2.3.4.5.6|. Procedure: Fifty (50) mg of ethyl 3-(7-chloro-4-oxo-4,5-dihydroimidazo-[1,5-a]quinoxalin-1-yl)propanoate as synthesized in Example 176 was dissolved in 5 mL of tetrahydrofuran, and to the solution 8.9 mg of lithium aluminum hydride was added under cooling with ice. After 30 minutes' stirring, the residual lithium aluminum hydride was quenched with ice pieces, and the reaction liquid was extracted with ethyl acetate. The extract was washed with saturated aqueous ammonium chloride solution, saturated aqueous... The reactants are C(C1=CC=CC=C1)N1C(=C(C2=CC=C(C=C12)O)C(=O)NCC1=CC(=C(C=C1)F)F)C(C)C (1-benzyl-N-(3,4-difluorobenzyl)-6-hydroxy-2-isopropyl-1H-indole-3-carboxamide), C(C1=CC=CC=C1)N1C(=C(C2=CC=C(C=C12)O)C(=O)NCC1=CC(=C(C=C1)F)F)C(C)C (1-benzyl-N-(3,4-difluorobenzyl)-6-hydroxy-2-isopropyl-1H-indole-3-carboxamide), C(=O)([O-])[O-].[K+].[K+] (K2CO3), ICCCCCC (1-iodohexane). Run in CN(C)C=O (DMF). Yields the product C(C1=CC=CC=C1)N1C(=C(C2=CC=C(C=C12)OCCCCCC)C(=O)NCC1=CC(=C(C=C1)F)F)C(C)C (1-Benzyl-N-(3,4-difluorobenzyl)-6-(hexoxy)-2-isopropyl-1H-indole-3-carboxamide). As a reaction SMILES: [CH2:1]([N:8]1[C:16]2[C:11](=[CH:12][CH:13]=[C:14]([OH:17])[CH:15]=2)[C:10]([C:18]([NH:20][CH2:21][C:22]2[CH:27]=[CH:26][C:25]([F:28])=[C:24]([F:29])[CH:23]=2)=[O:19])=[C:9]1[CH:30]([CH3:32])[CH3:31])[C:2]1[CH:7]=[CH:6][CH:5]=[CH:4][CH:3]=1.C([O-])([O-])=O.[K+].[K+].I[CH2:40][CH2:41][CH2:42][CH2:43][CH2:44][CH3:45]>CN(C=O)C>[CH2:1]([N:8]1[C:16]2[C:11](=[CH:12][CH:13]=[C:14]([O:17][CH2:40][CH2:41][CH2:42][CH2:43][CH2:44][CH3:45])[CH:15]=2)[C:10]([C:18]([NH:20][CH2:21][C:22]2[CH:27]=[CH:26][C:25]([F:28])=[C:24]([F:29])[CH:23]=2)=[O:19])=[C:9]1[CH:30]([CH3:32])[CH3:31])[C:2]1[CH:7]=[CH:6][CH:5]=[CH:4][CH:3]=1 |f:1.2.3|. Procedure: Following General Procedure A, 1-benzyl-N-(3,4-difluorobenzyl)-6-hydroxy-2-isopropyl-1H-indole-3-carboxamide (Compound 8, 10.7 mg, 0.025 mmol) in DMF (1.0 ml) was reacted with K2CO3 (10.0 mg, 0.074 mmol) and 1-iodohexane (18.0 μl, 0.12 mmol) to yield the title compound as a white solid.